Dataset: the Open Reaction Database (ORD), a public repository of structured organic reaction records. Task: describe an organic reaction: reactants, conditions, products, and yield Starting materials: C(C)(C)(C)OC(=O)N[C@@H](CC1CCCCC1)[C@@H]1C[C@H](C(O1)=O)C ((3R, 5S)-5-[(1S)-1-(t-butoxycarbonyl)amino-2-cyclohexylethyl]-3-methyldihydrofuran-2(3H)-one), C(CC)N (propylamine). The solvent is CO (methanol). Conditions: time 8 hour. The product is C(C)(C)(C)OC(=O)N[C@H]([C@H](C[C@H](C(=O)NCCC)C)O)CC1CCCCC1 ((2R, 4S, 5S)-5-(t-Butoxycarbonyl)amino-6-cyclohexyl-4-hydroxy-2-methyl-N-propylhexanamide). RXN SMILES: [C:1]([O:5][C:6]([NH:8][C@H:9]([C@H:17]1[O:21][C:20](=[O:22])[C@H:19]([CH3:23])[CH2:18]1)[CH2:10][CH:11]1[CH2:16][CH2:15][CH2:14][CH2:13][CH2:12]1)=[O:7])([CH3:4])([CH3:3])[CH3:2].[CH2:24]([NH2:27])[CH2:25][CH3:26]>CO>[C:1]([O:5][C:6]([NH:8][C@@H:9]([CH2:10][CH:11]1[CH2:16][CH2:15][CH2:14][CH2:13][CH2:12]1)[C@@H:17]([OH:21])[CH2:18][C@@H:19]([CH3:23])[C:20]([NH:27][CH2:24][CH2:25][CH3:26])=[O:22])=[O:7])([CH3:4])([CH3:3])[CH3:2]. Procedure: A solution of 293 mg (0.9 mmole) of (3R, 5S)-5-[(1S)-1-(t-butoxycarbonyl)amino-2-cyclohexylethyl]-3-methyldihydrofuran-2(3H)-one (prepared as described in Preparation 2) in 3 ml of methanol was mixed with 3 ml of propylamine, whilst ice-cooling, and the mixture was allowed to stand overnight at room temperature. At the end of this time, the reaction mixture was concentrated by distillation under reduced pressure, and the residue was triturated with hexane to afford 315 mg of the title compound a... The reactants are C(=O)N1CCCC1 (N-formylpyrrolidine), C(=O)N1CCCC1 (N-formylpyrrolidine), CO (methanol). Reagents/catalysts: F[B-](F)(F)F.C[N+](C)(C)C (tetramethylammonium tetrafluoroborate). Product: C(=O)N1C(CCC1)OC (1-formyl-2-methoxypyrrolidine). Isolated yield 86.7%. Reaction SMILES: [CH:1]([N:3]1[CH2:7][CH2:6][CH2:5][CH2:4]1)=[O:2].[CH3:8][OH:9]>F[B-](F)(F)F.C[N+](C)(C)C>[CH:1]([N:3]1[CH2:7][CH2:6][CH2:5][CH:4]1[O:9][CH3:8])=[O:2] |f:2.3|. Reported procedure: In the same manner as indicated in Example 5 there are electrolyzed 17.7 g of N-formylpyrrolidine and 57.2 g of methanol in the presence of 0.29 g of tetramethylammonium tetrafluoroborate as conducting salt. In this case, however, the current is switched off after the throughput of already 2.0 Faraday per mol of N-formylpyrrolidine. The calculated mean cell voltage is 28.8 volts. Work-up of the electrolysis solution gives 20.0 g of 1-formyl-2-methoxypyrrolidine (boiling point 39°-40° C./0.1 mbar... Reactants: [BH4-], O=C(c1ccccc1)c1ccc2nc(C(=O)Nc3ccccc3)cn2c1, CO, [Na+]. Product: O=C(Nc1ccccc1)c1cn2cc(C(O)c3ccccc3)ccc2n1. Reaction SMILES: [BH4-:1].[C:3]([c:4]1[cH:5][cH:6][cH:7][cH:8][cH:9]1)(=[O:10])[c:11]1[cH:12][cH:13][c:14]2[n:15]([cH:16]1)[cH:17][c:18]([C:20](=[O:21])[NH:22][c:23]1[cH:24][cH:25][cH:26][cH:27][cH:28]1)[n:19]2.[CH3:29][OH:30].[Na+:2]>>[CH:3]([c:4]1[cH:5][cH:6][cH:7][cH:8][cH:9]1)([OH:10])[c:11]1[cH:12][cH:13][c:14]2[n:15]([cH:16]1)[cH:17][c:18]([C:20](=[O:21])[NH:22][c:23]1[cH:24][cH:25][cH:26][cH:27][cH:28]1)[n:19]2.